Dataset: the Open Reaction Database (ORD), a public repository of structured organic reaction records. Task: describe an organic reaction: reactants, conditions, products, and yield Reactants: CC1(C(CC(CC1)=O)=O)C (4,4-Dimethyl-1,3-cyclohexanedione), C(=O)C=1C=C(SC1)[N+](=O)[O-] (4-formyl-2-nitrothiophene), NC1=NNC=C1 (3-aminopyrazole). Product: CC1(C(C=2C(N3C(NC2CC1)=CC=N3)C3=CSC(=C3)[N+](=O)[O-])=O)C (7,7-Dimethyl-9-(5-nitro-3-thienyl)-5,6,7,9-tetrahydropyrazolo[5,1-b]quinazolin-8(4H)-one). Reaction SMILES: [CH3:1][C:2]1([CH3:10])[CH2:7][CH2:6][C:5](=O)[CH2:4][C:3]1=[O:9].[CH:11]([C:13]1[CH:14]=[C:15]([N+:18]([O-:20])=[O:19])[S:16][CH:17]=1)=O.[NH2:21][C:22]1[CH:26]=[CH:25][NH:24][N:23]=1>>[CH3:1][C:2]1([CH3:10])[CH2:7][CH2:6][C:5]2[NH:21][C:22]3=[CH:26][CH:25]=[N:24][N:23]3[CH:11]([C:13]3[CH:14]=[C:15]([N+:18]([O-:20])=[O:19])[S:16][CH:17]=3)[C:4]=2[C:3]1=[O:9]. Procedure details: 4,4-Dimethyl-1,3-cyclohexanedione, 4-formyl-2-nitrothiophene and 3-aminopyrazole were processed as described in General Procedure A to provide the title compound. Reactants: OCCSC=1C=C(C=O)C=CC1 (3-(2-Hydroxyethylthio)benzaldehyde), FC(C(=O)O)(F)F.C(C)(C)C=1SC=C(N1)C(=O)N1CCOC2(C1)CCNCC2 ((2-Isopropylthiazol-4-yl)(1-oxa-4,9-diazaspiro[5.5]undecan-4-yl)methanone trifluoroacetate), C([O-])(O)=O.[Na+] (sodium bicarbonate), C(C)(=O)O[BH-](OC(C)=O)OC(C)=O.[Na+] (Sodium triacetoxyborohydride). The solvent is CN1C(CCC1)=O (N-methyl-2-pyrrolidinone), C(C)(=O)O (acetic acid), O (water). Conditions: time 1 hour. The product is OCCSC=1C=C(CN2CCC3(CN(CCO3)C(=O)C=3N=C(SC3)C(C)C)CC2)C=CC1 ((9-(3-(2-hydroxyethylthio)benzyl)-1-oxa-4,9-diazaspiro[5.5]undecan-4-yl)(2-isopropylthiazol-4-yl)methanone). As a reaction SMILES: [OH:1][CH2:2][CH2:3][S:4][C:5]1[CH:6]=[C:7]([CH:10]=[CH:11][CH:12]=1)[CH:8]=O.FC(F)(F)C(O)=O.[CH:20]([C:23]1[S:24][CH:25]=[C:26]([C:28]([N:30]2[CH2:35][C:34]3([CH2:40][CH2:39][NH:38][CH2:37][CH2:36]3)[O:33][CH2:32][CH2:31]2)=[O:29])[N:27]=1)([CH3:22])[CH3:21].C(O[BH-](OC(=O)C)OC(=O)C)(=O)C.[Na+].C(=O)(O)[O-].[Na+]>CN1CCCC1=O.O.C(O)(=O)C>[OH:1][CH2:2][CH2:3][S:4][C:5]1[CH:6]=[C:7]([CH:10]=[CH:11][CH:12]=1)[CH2:8][N:38]1[CH2:39][CH2:40][C:34]2([O:33][CH2:32][CH2:31][N:30]([C:28]([C:26]3[N:27]=[C:23]([CH:20]([CH3:21])[CH3:22])[S:24][CH:25]=3)=[O:29])[CH2:35]2)[CH2:36][CH2:37]1 |f:1.2,3.4,5.6|. Procedure: 3-(2-Hydroxyethylthio)benzaldehyde (example 65, step c) (0.16 g) was added to a solution of (2-isopropylthiazol-4-yl)(1-oxa-4,9-diazaspiro[5.5]undecan-4-yl)methanone trifluoroacetate (example 22, step b) (0.25 g) and acetic acid (0.046 mL) in N-methyl-2-pyrrolidinone (5 mL) and the resulting mixture was stirred for 1 h and cooled in an ice bath. Sodium triacetoxyborohydride (0.26 g) was then added and the mixture allowed to warm to RT and stirred overnight. The reaction was poured into a mixture... Starting materials: CC(=O)Nc1ccccc1Sc1ccccc1C(=O)N1CCN(CCOCCOC(C)=O)CC1, O=P(Cl)(Cl)Cl. Product: CC(=O)OCCOCCN1CCN(C2=Nc3ccccc3Sc3ccccc32)CC1. Reaction SMILES: [NH:1]([C:3]([CH3:4])=[O:19])[c:5]1[c:6]([S:11][c:12]2[c:13]([C:18](=[O:2])[N:20]3[CH2:21][CH2:22][N:23]([CH2:26][CH2:27][O:28][CH2:29][CH2:30][O:31][C:32]([CH3:33])=[O:34])[CH2:24][CH2:25]3)[cH:14][cH:15][cH:16][cH:17]2)[cH:7][cH:8][cH:9][cH:10]1.[P:35]([Cl:36])([Cl:37])([Cl:38])=[O:39]>>[N:1]1=[C:18]([N:20]2[CH2:21][CH2:22][N:23]([CH2:26][CH2:27][O:28][CH2:29][CH2:30][O:31][C:32]([CH3:33])=[O:34])[CH2:24][CH2:25]2)[c:13]2[c:12]([cH:17][cH:16][cH:15][cH:14]2)[S:11][c:6]2[c:5]1[cH:10][cH:9][cH:8][cH:7]2. The reactants are CSC(C(=O)O)(C)C1=CC=C(C=C1)NC(C1=C(C=CC=C1)C(=O)O)=O (α-Methylthio-α-[p-(o-carboxybenzoylamino)phenyl]propionic acid), C(C)(=O)O (acetic acid), C(Cl)Cl (methylene chloride). Reagents/catalysts: [Zn] (zinc), S(=O)(=O)([O-])[O-].[Cu+2] (copper sulfate). The solvent is O (water). Product: O=C1N(CC2=CC=CC=C12)C1=CC=C(C=C1)C(C(=O)O)C (α-[p-(1-oxo-2-isoindolinyl)phenyl]propionic acid). Yield: 84.5%. As a reaction SMILES: CS[C:3]([C:8]1[CH:13]=[CH:12][C:11]([NH:14][C:15](=O)[C:16]2[CH:21]=[CH:20][CH:19]=[CH:18][C:17]=2[C:22]([OH:24])=O)=[CH:10][CH:9]=1)([CH3:7])[C:4]([OH:6])=[O:5].C(O)(=O)C.C(Cl)Cl>[Zn].S([O-])([O-])(=O)=O.[Cu+2].O>[O:24]=[C:22]1[C:17]2[C:16](=[CH:21][CH:20]=[CH:19][CH:18]=2)[CH2:15][N:14]1[C:11]1[CH:12]=[CH:13][C:8]([CH:3]([CH3:7])[C:4]([OH:6])=[O:5])=[CH:9][CH:10]=1 |f:4.5|. Reported procedure: α-Methylthio-α-[p-(o-carboxybenzoylamino)phenyl]propionic acid (130 mg), 300 mg of zinc powder and 20 mg of of anhydrous copper sulfate were added to 1.5 ml of acetic acid and the resulting mixture was heated under reflux for 5 hours with stirring. After cooling, 30 ml of methylene chloride and 20 ml of water were added. The insoluble precipitate was separated by filtration. The filtrate was acidified to a pH of 1 with conc. hydrochloric acid, and extracted three times with 20 ml of methylene ch... The reactants are BrCC1=NC=CC=C1[N+](=O)[O-] (2-bromomethyl-3-nitropyridine), ClC=1C=C(C=CC1Cl)O (3,4-dichlorophenol). The product is ClC=1C=C(OCC2=NC=CC=C2[N+](=O)[O-])C=CC1Cl (2-(3,4-dichlorophenoxymethyl)-3-nitropyridine). Isolated yield 72.0%. As a reaction SMILES: Br[CH2:2][C:3]1[C:8]([N+:9]([O-:11])=[O:10])=[CH:7][CH:6]=[CH:5][N:4]=1.[Cl:12][C:13]1[CH:14]=[C:15]([OH:20])[CH:16]=[CH:17][C:18]=1[Cl:19]>>[Cl:12][C:13]1[CH:14]=[C:15]([CH:16]=[CH:17][C:18]=1[Cl:19])[O:20][CH2:2][C:3]1[C:8]([N+:9]([O-:11])=[O:10])=[CH:7][CH:6]=[CH:5][N:4]=1. Procedure details: In accordance with the same procedures as in Step 3 of Preparation 1, except for using 2-bromomethyl-3-nitropyridine prepared in Step 2 of Preparation 1 and 3,4-dichlorophenol, the titled compound was obtained as yellow solid. (Yield: 72%)